Dataset: the Open Reaction Database (ORD), a public repository of structured organic reaction records. Task: describe an organic reaction: reactants, conditions, products, and yield Reactants: Cc1cc(C(=O)O)ccc1Br, CCN=C=NCCCN(C)C, CN(C)CCN, CN(C)c1ccncc1, CCOC(C)=O, ClCCl, Cl. Yields the product Cc1cc(C(=O)NCCN(C)C)ccc1Br. RXN SMILES: [Br:1][c:2]1[c:3]([CH3:11])[cH:4][c:5]([C:6](=[O:7])[OH:8])[cH:9][cH:10]1.[CH2:19]([N:20]=[C:21]=[N:22][CH2:23][CH2:24][CH2:25][N:26]([CH3:27])[CH3:28])[CH3:29].[CH3:12][N:13]([CH2:14][CH2:15][NH2:16])[CH3:17].[CH3:30][N:31]([CH3:32])[c:33]1[cH:34][cH:35][n:36][cH:37][cH:38]1.[CH3:42][CH2:43][O:44][C:45](=[O:46])[CH3:47].[Cl:39][CH2:40][Cl:41].[ClH:18]>>[Br:1][c:2]1[c:3]([CH3:11])[cH:4][c:5]([C:6](=[O:8])[NH:16][CH2:15][CH2:14][N:13]([CH3:12])[CH3:17])[cH:9][cH:10]1. Reactants: CC(C)(C)OC(=O)NCCCCn1cnc2cnc3ccccc3c21, ClCCl, O=C(OO)c1cccc(Cl)c1, [Na+], O=C([O-])O. Product: CC(C)(C)OC(=O)NCCCCn1cnc2c[n+]([O-])c3ccccc3c21. RXN SMILES: [C:1]([CH3:2])([CH3:3])([CH3:4])[O:5][C:6](=[O:7])[NH:8][CH2:9][CH2:10][CH2:11][CH2:12][n:13]1[cH:14][n:15][c:16]2[cH:17][n:18][c:19]3[cH:20][cH:21][cH:22][cH:23][c:24]3[c:25]12.[CH2:42]([Cl:43])[Cl:44].[Cl:26][c:27]1[cH:28][cH:29][cH:30][c:31]([C:32]([O:33][OH:35])=[O:34])[cH:36]1.[Na+:37].[OH:38][C:39](=[O:40])[O-:41]>>[C:1]([CH3:2])([CH3:3])([CH3:4])[O:5][C:6](=[O:7])[NH:8][CH2:9][CH2:10][CH2:11][CH2:12][n:13]1[cH:14][n:15][c:16]2[cH:17][n+:18]([O-:34])[c:19]3[cH:20][cH:21][cH:22][cH:23][c:24]3[c:25]12. Reactants: O=C([O-])[O-], CN(C)C=O, COC(=O)COc1cc(C)ccc1CCl, Cc1nn(-c2ccc(O)cc2F)c(=O)n1C(F)F, [K+], [K+]. The product is COC(=O)COc1cc(C)ccc1COc1ccc(-n2nc(C)n(C(F)F)c2=O)c(F)c1. As a reaction SMILES: [C:34](=[O:35])([O-:36])[O-:37].[CH3:40][N:41]([CH3:42])[CH:43]=[O:44].[Cl:19][CH2:20][c:21]1[c:22]([O:23][CH2:24][C:25](=[O:26])[O:27][CH3:28])[cH:29][c:30]([CH3:33])[cH:31][cH:32]1.[F:1][c:2]1[c:3](-[n:9]2[n:10][c:11]([CH3:18])[n:12]([CH:15]([F:16])[F:17])[c:13]2=[O:14])[cH:4][cH:5][c:6]([OH:8])[cH:7]1.[K+:38].[K+:39]>>[F:1][c:2]1[c:3](-[n:9]2[n:10][c:11]([CH3:18])[n:12]([CH:15]([F:16])[F:17])[c:13]2=[O:14])[cH:4][cH:5][c:6]([O:8][CH2:20][c:21]2[c:22]([O:23][CH2:24][C:25](=[O:26])[O:27][CH3:28])[cH:29][c:30]([CH3:33])[cH:31][cH:32]2)[cH:7]1.